This data is from the Open Reaction Database (ORD), a public repository of structured organic reaction records. The task is: describe an organic reaction: reactants, conditions, products, and yield Reactants: O1C(COC2=C1C=CC=C2)CN (2,3-Dihydro-1,4-benzodioxin-2-methanamine), [I-].[Na+] (sodium iodide), ClCCCOC1=CC=C2C=CC(OC2=C1)=O (7-(3-chloropropoxy)coumarin), C(C)(C)N(CC)C(C)C (diisopropylethylamine). The solvent is CN1C(CCC1)=O (N-methylpyrrolidinone). Reaction conditions: temperature 80 celsius. Product: O1C(COC2=C1C=CC=C2)CNCCCOC2=CC1=C(C=CC(O1)=O)C=C2 (7-[3-[[(2,3-Dihydro-1,4-benzodioxin-2-yl)methyl]amino]propoxy]-2H-1-benzopyran-2-one). Isolated yield 29.9%. As a reaction SMILES: [O:1]1[C:6]2[CH:7]=[CH:8][CH:9]=[CH:10][C:5]=2[O:4][CH2:3][CH:2]1[CH2:11][NH2:12].Cl[CH2:14][CH2:15][CH2:16][O:17][C:18]1[CH:27]=[C:26]2[C:21]([CH:22]=[CH:23][C:24](=[O:28])[O:25]2)=[CH:20][CH:19]=1.C(N(C(C)C)CC)(C)C.[I-].[Na+]>CN1CCCC1=O>[O:1]1[C:6]2[CH:7]=[CH:8][CH:9]=[CH:10][C:5]=2[O:4][CH2:3][CH:2]1[CH2:11][NH:12][CH2:14][CH2:15][CH2:16][O:17][C:18]1[CH:19]=[CH:20][C:21]2[CH:22]=[CH:23][C:24](=[O:28])[O:25][C:26]=2[CH:27]=1 |f:3.4|. Reported procedure: 2,3-Dihydro-1,4-benzodioxin-2-methanamine (1.7 g, 10 mmole), 7-(3-chloropropoxy)coumarin (2.4 g, 10 mmole), diisopropylethylamine (1.3 g, 10 mmole) and sodium iodide (5.0 g, 33 mmole) were combined in 100 ml of N-methylpyrrolidinone and heated at 80° C. for 24 hours under a nitrogen atmosphere. The solvent was then removed and replaced with 300 ml of dichloromethane. The mixture was washed with an equal volume of saturated aqueous sodium bicarbonate, with saturated aqueous sodium chloride, dried...